This data is from the Open Reaction Database (ORD), a public repository of structured organic reaction records. The task is: describe an organic reaction: reactants, conditions, products, and yield Starting materials: CN1[C@@H](CC(C1=O)CO)COC=1C=NC=CC1 (3-(1-methyl-4-hydroxymethyl-5-oxo-2(S)-pyrrolidinylmethoxy)pyridine), [H-].[Na+] (NaH), CI (methyl iodide). Reagents/catalysts: [I-].C(CCC)[N+](CCCC)(CCCC)CCCC (tetrabutylammonium iodide). Run in C1CCOC1 (THF). Reaction conditions: time 30 minute. Product: COCC1C[C@H](N(C1=O)C)COC=1C=NC=CC1 (3-((4-methoxymethyl-1-methyl-5-oxo-2-(S)-pyrrolidinyl)methoxy)-pyridine). RXN SMILES: [CH3:1][N:2]1[C:6](=[O:7])[CH:5]([CH2:8][OH:9])[CH2:4][C@H:3]1[CH2:10][O:11][C:12]1[CH:13]=[N:14][CH:15]=[CH:16][CH:17]=1.[H-].[Na+].[CH3:20]I>C1COCC1.[I-].C([N+](CCCC)(CCCC)CCCC)CCC>[CH3:20][O:9][CH2:8][CH:5]1[C:6](=[O:7])[N:2]([CH3:1])[C@H:3]([CH2:10][O:11][C:12]2[CH:13]=[N:14][CH:15]=[CH:16][CH:17]=2)[CH2:4]1 |f:1.2,5.6|. Procedure details: A 327 mg (139 mmol) sample of 3-(1-methyl-4-hydroxymethyl-5-oxo-2(S)-pyrrolidinylmethoxy)pyridine, prepared as in Example 48a above, was dissolved in 13 mL of anhydrous THF, 111 mg (2.77 mmol) of NaH was added, and the mixture was stirred for 30 minutes at room temperature. To this solution was added 258 mL (4.17 mmol) of methyl iodide and 256 mg of tetrabutylammonium iodide, and the reaction was stirred at room temperature for 2 hours. The reaction was quenched by the addition of water, and the...